This data is from the Open Reaction Database (ORD), a public repository of structured organic reaction records. The task is: describe an organic reaction: reactants, conditions, products, and yield Starting materials: OC1=CC(OC(C1)(CCC=1SC=C(N1)C)C(C)C)=O (4-hydroxy-6-isopropyl-6-[2-(4-methyl-thiazol-2-yl)-ethyl]-5,6-dihydro-pyran-2-one), C(C)(C)(C)C1=C(C=C(C(=C1)CO)C)SS(=O)(=O)C1=CC=C(C=C1)C (toluene-4-thiosulfonic acid S-(2-tert-butyl-4-hydroxymethyl-5-methyl-phenyl)ester), C([O-])([O-])=O.[K+].[K+] (potassium carbonate). Solvent: CN(C)C=O (DMF). Product: C(C)(C)(C)C1=C(C=C(C(=C1)CO)C)SC=1C(OC(CC1O)(CCC=1SC=C(N1)C)C(C)C)=O (3-(2-tert-Butyl-4-hydroxymethyl-5-methyl-phenylsulfanyl)-4-hydroxy-6-isopropyl-6-[2-(4-methyl-thiazol-2-yl)-ethyl]-5,6-dihydro-pyran-2-one). Reaction SMILES: [OH:1][C:2]1[CH2:7][C:6]([CH:16]([CH3:18])[CH3:17])([CH2:8][CH2:9][C:10]2[S:11][CH:12]=[C:13]([CH3:15])[N:14]=2)[O:5][C:4](=[O:19])[CH:3]=1.[C:20]([C:24]1[CH:29]=[C:28]([CH2:30][OH:31])[C:27]([CH3:32])=[CH:26][C:25]=1[S:33]S(C1C=CC(C)=CC=1)(=O)=O)([CH3:23])([CH3:22])[CH3:21].C(=O)([O-])[O-].[K+].[K+]>CN(C=O)C>[C:20]([C:24]1[CH:29]=[C:28]([CH2:30][OH:31])[C:27]([CH3:32])=[CH:26][C:25]=1[S:33][C:3]1[C:4](=[O:19])[O:5][C:6]([CH:16]([CH3:17])[CH3:18])([CH2:8][CH2:9][C:10]2[S:11][CH:12]=[C:13]([CH3:15])[N:14]=2)[CH2:7][C:2]=1[OH:1])([CH3:23])([CH3:22])[CH3:21] |f:2.3.4|. Reported procedure: The title compound was prepared according to General Method 16a using 4-hydroxy-6-isopropyl-6-[2-(4-methyl-thiazol-2-yl)-ethyl]-5,6-dihydro-pyran-2-one (Example E-6; 0.33 g, 1.2 mmol), toluene-4-thiosulfonic acid S-(2-tert-butyl-4-hydroxymethyl-5-methyl-phenyl)ester (Example BB-2; 0.51 g, 1.4 mmol), potassium carbonate (0.48 g, 3.5 mmol), and DMF (5 mL). The product was chromatographed on silica gel, eluting with 5% MeOH in CH2Cl2, to give the title compound, mp 98-100° C. Starting materials: B (borane), CO (Methanol), ClC1=CC=CC(=N1)C(=O)CCl (chloromethyl 6-chloro-2-pyridyl ketone), B (borane), C1(=CC=CC=C1)C1([C@@H]2N(BO1)CCC2)C2=CC=CC=C2 ((R)-tetrahydro-3,3-diphenyl-1H,3H-pyrrolo[1,2-c][1,3,2]-oxazaborole). Solvent: O1CCCC1 (tetrahydrofuran), O1CCCC1 (tetrahydrofuran), O1CCCC1 (tetrahydrofuran), O1CCCC1 (tetrahydrofuran). Reaction conditions: time 3.5 hour. Product: ClCC(O)C1=NC(=CC=C1)Cl ((-)-2-chloro-1-(6-chloro-2-pyridyl)ethanol). Isolated yield 97.2%. As a reaction SMILES: [Cl:1][C:2]1[N:7]=[C:6]([C:8]([CH2:10][Cl:11])=[O:9])[CH:5]=[CH:4][CH:3]=1.B.C1(C2(C3C=CC=CC=3)OBN3CCC[C@H]23)C=CC=CC=1.CO>O1CCCC1>[Cl:11][CH2:10][CH:8]([C:6]1[CH:5]=[CH:4][CH:3]=[C:2]([Cl:1])[N:7]=1)[OH:9]. Reported procedure: A solution of chloromethyl 6-chloro-2-pyridyl ketone (8.126 g) in tetrahydrofuran (32 ml) and a solution of borane in tetrahydrofuran (1.0M, 25.7 ml) were added simultaneously to a mixture of a solution (R)-tetrahydro-3,3-diphenyl-1H,3H-pyrrolo[1,2-c][1,3,2]-oxazaborole in tetrahydrofuran (ca. 0.335M, 8.9 ml) and a solution of borane in tetrahydrofuran (1.0M, 4.3 ml) at -5° C. under nitrogen atmosphere over 0.5 hour and the whole was stirred for 3.5 hours. Methanol (10.4 ml) was added dropwise t...